Dataset: the Open Reaction Database (ORD), a public repository of structured organic reaction records. Task: describe an organic reaction: reactants, conditions, products, and yield Starting materials: CC(C)(C)CBr, C1CCOC1, CCCC[SiH](C(C)C)C(C)C, I, [Mg]. The product is CC(C)[SiH](CC(C)(C)C)C(C)C. RXN SMILES: [Br:3][CH2:4][C:5]([CH3:6])([CH3:7])[CH3:8].[CH2:20]1[O:21][CH2:22][CH2:23][CH2:24]1.[CH2:9]([CH2:10][CH2:11][CH3:12])[SiH:13]([CH:14]([CH3:15])[CH3:16])[CH:17]([CH3:18])[CH3:19].[I:2].[Mg:1]>>[CH2:4]([C:5]([CH3:6])([CH3:7])[CH3:8])[SiH:13]([CH:14]([CH3:15])[CH3:16])[CH:17]([CH3:18])[CH3:19].